Dataset: the Open Reaction Database (ORD), a public repository of structured organic reaction records. Task: describe an organic reaction: reactants, conditions, products, and yield Starting materials: CCO, Cl, CCCCI, [K], O=C1NC(=O)C(=O)C(=O)N1, C1CCOC1, c1cc[nH]c1. Product: O=C1CC(=O)NC(=O)N1. Reaction SMILES: [CH3:23][CH2:24][OH:25].[ClH:22].[I:7][CH2:8][CH2:9][CH2:10][CH3:11].[K:6].[NH:12]1[C:13](=[O:14])[NH:15][C:16](=[O:17])[C:18](=[O:19])[C:20]1=[O:21].[O:26]1[CH2:27][CH2:28][CH2:29][CH2:30]1.[nH:1]1[cH:2][cH:3][cH:4][cH:5]1>>[NH:12]1[C:13](=[O:14])[NH:15][C:16](=[O:17])[CH2:18][C:20]1=[O:21].